Dataset: the Open Reaction Database (ORD), a public repository of structured organic reaction records. Task: describe an organic reaction: reactants, conditions, products, and yield RXN SMILES: [CH:22]([CH3:23])([CH2:24][CH3:25])[O:26][c:27]1[cH:28][c:29]([C:30](=[O:31])[O:32][CH3:33])[cH:34][c:35]([N:37]2[C:38](=[O:42])[CH2:39][CH2:40][CH2:41]2)[cH:36]1.[O:1]=[C:2]1[CH2:3][CH2:4][CH2:5][N:6]1[c:7]1[cH:8][c:9]([C:19]([OH:20])=[O:21])[cH:10][c:11]([N:12]2[CH2:13][CH2:14][CH2:15][C:16]2=[O:17])[cH:18]1>>[CH:22]([CH3:23])([CH2:24][CH3:25])[O:26][c:27]1[cH:28][c:29]([C:30](=[O:31])[OH:32])[cH:34][c:35]([N:37]2[C:38](=[O:42])[CH2:39][CH2:40][CH2:41]2)[cH:36]1. The product is CCC(C)Oc1cc(C(=O)O)cc(N2CCCC2=O)c1. The reactants are CCC(C)Oc1cc(C(=O)OC)cc(N2CCCC2=O)c1, O=C(O)c1cc(N2CCCC2=O)cc(N2CCCC2=O)c1. Yield: 11.9%. Starting materials: [Na] (sodium), Cl (HCl), C([O-])([O-])=O.[K+].[K+] (potassium carbonate), NC(C(C)O)CCCC1=CC=CC=C1 (3-amino-6-phenyl-hexan-2-ol), [N-]=[N+]=[N-].[Na+] (sodium azide), ice water, S(=O)(=O)(C(F)(F)F)N=[N+]=[N-] (triflyl azide), FC(S(=O)(=O)OS(=O)(=O)C(F)(F)F)(F)F (trifluoromethanesulphonic anhydride), C(#N)CC(=O)N (cyanoacetamide). Product: NC1=C(N=NN1C(CCCC1=CC=CC=C1)C(C)O)C(=O)N (5-Amino-1-[1-(1-hydroxy-ethyl)-4-phenyl-butyl]-1H-[1,2,3]triazole-4-carboxamide). The solvent is CO (methanol), C(C)O (ethanol), O (water), ClCCl (dichloromethane), C(C)O (ethanol), ClCCl (dichloromethane), ClCCl (dichloromethane). Reaction conditions: temperature 0 celsius, time 2 hour. Reaction SMILES: [N-:1]=[N+:2]=[N-:3].[Na+].FC(F)(F)S(OS(C(F)(F)F)(=O)=O)(=O)=O.N[CH:21]([CH2:25][CH2:26][CH2:27][C:28]1[CH:33]=[CH:32][CH:31]=[CH:30][CH:29]=1)[CH:22]([OH:24])[CH3:23].C(=O)([O-])[O-].[K+].[K+].S(N=[N+]=[N-])(C(F)(F)F)(=O)=O.[Na].[C:51]([CH2:53][C:54]([NH2:56])=[O:55])#[N:52].Cl>O.ClCCl.CO.C(O)C.S([O-])([O-])(=O)=O.[Cu+2]>[NH2:52][C:51]1[N:3]([CH:21]([CH:22]([OH:24])[CH3:23])[CH2:25][CH2:26][CH2:27][C:28]2[CH:33]=[CH:32][CH:31]=[CH:30][CH:29]=2)[N:2]=[N:1][C:53]=1[C:54]([NH2:56])=[O:55] |f:0.1,4.5.6,15.16,^1:49|. Reported procedure: At 0° C., 1.19 g(18.3 mmol) of sodium azide in a mixture of 3 ml of water and 5 ml of dichloromethane are mixed dropwise with 1.046 g (mmol) of trifluoromethanesulphonic anhydride, and the resulting mixture is stirred at 0° C. for 2 hours. The phases are separated, the aqueous phase is extracted twice with dichloromethane and the combined organic phases are washed with saturated sodium bicarbonate solution. 386 mg (2 mmol) of 3-amino-6-phenyl-hexan-2-ol are dissolved in 2 ml of methanol and admi... The reagents and catalysts are S(=O)(=O)([O-])[O-].[Cu+2] (copper sulphate). Starting materials: C(O)([O-])=O.[Na+] (sodium hydrogencarbonate), C1(=CC=CC=C1)P(C1=CC=CC=C1)(C1=CC=CC=C1)=O (triphenylphosphine oxide), FC(S(=O)(=O)OS(=O)(=O)C(F)(F)F)(F)F (trifluoromethanesulfonic anhydride), CC1=C2C=C(NC2=C(C=C1C)NS(=O)(=O)C=1SC=CC1)C(=O)NCCSC(C1=CC=CC=C1)(C1=CC=CC=C1)C1=CC=CC=C1 (4,5-Dimethyl-7-[(2-thienylsulfonyl)amino]-N-[2-(tritylthio)ethyl]-1H-indole-2-carboxamide). Run in ClCCl (dichloromethane). Run at time 10 minute. Product: S1C(=NCC1)C=1NC2=C(C=C(C(=C2C1)C)C)NS(=O)(=O)C=1SC=CC1 (N-[2-(4,5-Dihydro-1,3-thiazol-2-yl)-4,5-dimethyl-1H-indol-7-yl]thiophene-2-sulfonamide). Isolated yield 83.7%. Reaction SMILES: C1(P(=O)(C2C=CC=CC=2)C2C=CC=CC=2)C=CC=CC=1.FC(F)(F)S(OS(C(F)(F)F)(=O)=O)(=O)=O.[CH3:36][C:37]1[C:45]([CH3:46])=[CH:44][C:43]([NH:47][S:48]([C:51]2[S:52][CH:53]=[CH:54][CH:55]=2)(=[O:50])=[O:49])=[C:42]2[C:38]=1[CH:39]=[C:40]([C:56]([NH:58][CH2:59][CH2:60][S:61]C(C1C=CC=CC=1)(C1C=CC=CC=1)C1C=CC=CC=1)=O)[NH:41]2.C(=O)([O-])O.[Na+]>ClCCl>[S:61]1[CH2:60][CH2:59][N:58]=[C:56]1[C:40]1[NH:41][C:42]2[C:38]([CH:39]=1)=[C:37]([CH3:36])[C:45]([CH3:46])=[CH:44][C:43]=2[NH:47][S:48]([C:51]1[S:52][CH:53]=[CH:54][CH:55]=1)(=[O:49])=[O:50] |f:3.4|. Procedure: A mixture of triphenylphosphine oxide (1.1 g), trifluoromethanesulfonic anhydride (0.31 mL) and dichloromethane (20 mL) was stirred for 10 min under ice-cooling. 4,5-Dimethyl-7-[(2-thienylsulfonyl)amino]-N-[2-(tritylthio)ethyl]-1H-indole-2-carboxamide (0.40 g) was added, and the mixture was stirred for 3 hr under ice-cooling. The reaction mixture was poured into aqueous sodium hydrogencarbonate solution and extracted with dichloromethane. The aqueous layer was extracted with dichloromethane, and... Yields the product NCCC1=CNC2=CC=CC=C12 (tryptamine). The reactants are C(C1=CC=CC=C1)NCCC1=CNC2=CC=C(C=C12)OCC1=CC=CC=C1 (N-Benzyl-5-benzyloxytryptamine), [H-].[Al+3].[Li+].[H-].[H-].[H-] (lithium aluminium hydride), N1(C)C(=O)N(C)C=2N=CN(C2C1=O)CCCBr (3-(theophyllin-7-yl)propyl bromide), C([O-])([O-])=O.[K+].[K+] (potassium carbonate), 5-benzyloxy-3-indol glyoxylyl chloride, C(C1=CC=CC=C1)N (benzylamine). Procedure details: N-Benzyl-5-benzyloxytryptamine, which can be prepared by the procedure of Speeter and Anthony, J.A.C.S., 76, 6208 (1954) by reacting 5-benzyloxy-3-indol-glyoxylyl chloride with benzylamine and reducing the product with lithium aluminium hydride, is reacted with 3-(theophyllin-7-yl)propyl bromide in the presence of a weak base such as potassium carbonate to yield N-benzyl-5-benzyloxy-N-[3-theophyllin-7-yl)propyl]tryptamine. Debenzylation by hydrogenation in the presence of a platinum catalyst giv... Reaction SMILES: C([NH:8][CH2:9][CH2:10][C:11]1[C:19]2[C:14](=[CH:15][CH:16]=[C:17](OCC3C=CC=CC=3)[CH:18]=2)[NH:13][CH:12]=1)C1C=CC=CC=1.C(N)C1C=CC=CC=1.[H-].[Al+3].[Li+].[H-].[H-].[H-].N1(C(=O)C2N(CCCBr)C=NC=2N(C)C1=O)C.C(=O)([O-])[O-].[K+].[K+]>>[NH2:8][CH2:9][CH2:10][C:11]1[C:19]2[C:14](=[CH:15][CH:16]=[CH:17][CH:18]=2)[NH:13][CH:12]=1 |f:2.3.4.5.6.7,9.10.11|. Reactants: CON(C(=O)C1=CN(C2=CC=CC=C2C1=O)CC1=NC(=CC=C1)Br)C (1-(6-bromo-pyridin-2-ylmethyl)-4-oxo-1,4-dihydro-quinoline-3-carboxylic acid methoxy-methyl-amide), white solid, C1CCOC1 (THF). The solvent is COC1=C(C=C(C=C1)[Mg]Br)C (4-methoxy-3-methylphenylmagnesium bromide). The product is BrC1=CC=CC(=N1)CN1C=C(C(C2=CC=CC=C12)=O)C(C1=CC(=C(C=C1)OC)C)=O (1-(6-Bromo-pyridin-2-ylmethyl)-3-(4-methoxy-3-methyl-benzoyl)-1H-quinolin-4-one). Reaction SMILES: CON(C)[C:4]([C:6]1[C:15](=[O:16])[C:14]2[C:9](=[CH:10][CH:11]=[CH:12][CH:13]=2)[N:8]([CH2:17][C:18]2[CH:23]=[CH:22][CH:21]=[C:20]([Br:24])[N:19]=2)[CH:7]=1)=[O:5].[CH2:26]1[CH2:30][O:29][CH2:28][CH2:27]1>COC1C=CC([Mg]Br)=CC=1C>[Br:24][C:20]1[N:19]=[C:18]([CH2:17][N:8]2[C:9]3[C:14](=[CH:13][CH:12]=[CH:11][CH:10]=3)[C:15](=[O:16])[C:6]([C:4](=[O:5])[C:6]3[CH:15]=[CH:14][C:30]([O:29][CH3:28])=[C:26]([CH3:27])[CH:4]=3)=[CH:7]2)[CH:23]=[CH:22][CH:21]=1. Procedure: Experimental conditions analogous to those described for Step 6 of Example 60 from 120 mg (0.30 mmol) of 1-(6-bromo-pyridin-2-ylmethyl)-4-oxo-1,4-dihydro-quinoline-3-carboxylic acid methoxy-methyl-amide in 1 mL THF and 1.3 mL 0.5M 4-methoxy-3-methylphenylmagnesium bromide. Yield: 102 mg of a white solid. LC-MSD, m/z for C24H19BrN2O3 [M+H]+=463.0, 465.0; HPLC retention time: 2.5 min. Starting materials: CC=CC=CC(=O)O, CO, C[Si](C)(C)Cl, ClCCl. The product is CC=CC=CC(=O)OC. RXN SMILES: [C:1]([CH:2]=[CH:3][CH:4]=[CH:5][CH3:6])(=[O:7])[OH:8].[CH3:14][OH:15].[CH3:9][Si:10]([Cl:11])([CH3:12])[CH3:13].[Cl:16][CH2:17][Cl:18]>>[C:1]([CH:2]=[CH:3][CH:4]=[CH:5][CH3:6])([O:7][CH3:9])=[O:8].